Dataset: the Open Reaction Database (ORD), a public repository of structured organic reaction records. Task: describe an organic reaction: reactants, conditions, products, and yield Reactants: BrC=1C(=C(CO[Si](C)(C)C(C)(C)C)C=CC1)F ([(3-bromo-2-fluorobenzyl)oxy](tert-butyl)dimethylsilane), N1CC(C1)OC1=CC=NC=C1 (4-(azetidin-3-yloxy)pyridine), C=1C=CC(=CC1)P(C=2C=CC=CC2)C3=CC=C4C=CC=CC4=C3C5=C6C=CC=CC6=CC=C5P(C=7C=CC=CC7)C=8C=CC=CC8 (BINAP), CC(C)([O-])C.[Na+] (sodium tert-butoxide), CCCC[N+](CCCC)(CCCC)CCCC.[F-].C1CCOC1 (TBAF THF), [Cl-].[NH4+] (ammonium chloride). The reagents and catalysts are C=1C=CC(=CC1)/C=C/C(=O)/C=C/C2=CC=CC=C2.C=1C=CC(=CC1)/C=C/C(=O)/C=C/C2=CC=CC=C2.C=1C=CC(=CC1)/C=C/C(=O)/C=C/C2=CC=CC=C2.[Pd].[Pd] (Pd2(dba)3). Solvent: C1(=CC=CC=C1)C (toluene), CCOC(=O)C (EtOAc), C(Cl)(Cl)Cl (CHCl3), C1CCOC1 (THF). Conditions: temperature 90 celsius, time 3 hour. Yields the product FC1=C(C=CC=C1N1CC(C1)OC1=CC=NC=C1)CO ({2-fluoro-3-[3-(pyridin-4-yloxy)azetidin-1-yl]phenyl}methanol). Yield: 68.4%. RXN SMILES: Br[C:2]1[C:3]([F:17])=[C:4]([CH:14]=[CH:15][CH:16]=1)[CH2:5][O:6][Si](C(C)(C)C)(C)C.[NH:18]1[CH2:21][CH:20]([O:22][C:23]2[CH:28]=[CH:27][N:26]=[CH:25][CH:24]=2)[CH2:19]1.C1C=CC(P(C2C(C3C(P(C4C=CC=CC=4)C4C=CC=CC=4)=CC=C4C=3C=CC=C4)=C3C(C=CC=C3)=CC=2)C2C=CC=CC=2)=CC=1.CC(C)([O-])C.[Na+].CCCC[N+](CCCC)(CCCC)CCCC.[F-].C1COCC1.[Cl-].[NH4+]>C1C=CC(/C=C/C(/C=C/C2C=CC=CC=2)=O)=CC=1.C1C=CC(/C=C/C(/C=C/C2C=CC=CC=2)=O)=CC=1.C1C=CC(/C=C/C(/C=C/C2C=CC=CC=2)=O)=CC=1.[Pd].[Pd].C(Cl)(Cl)Cl.C1COCC1.CCOC(C)=O.C1(C)C=CC=CC=1>[F:17][C:3]1[C:2]([N:18]2[CH2:21][CH:20]([O:22][C:23]3[CH:28]=[CH:27][N:26]=[CH:25][CH:24]=3)[CH2:19]2)=[CH:16][CH:15]=[CH:14][C:4]=1[CH2:5][OH:6] |f:3.4,5.6.7,8.9,10.11.12.13.14|. Procedure details: Under argon atmosphere, [(3-bromo-2-fluorobenzyl)oxy](tert-butyl)dimethylsilane (800 mg) and 4-(azetidin-3-yloxy)pyridine (268 mg) were mixed with toluene (6 ml), and Pd2(dba)3 (80 mg), BINAP (160 mg), and sodium tert-butoxide (300 mg) were added thereto, followed by stirring at 90° C. for 3 hours. The reaction mixture was cooled to room temperature, and EtOAc was added thereto, followed by carrying out filtration using Celite as a filtration adjuvant. The filtrate was concentrated under reduced... The reactants are Cl (hydrochloric acid), ClC1=C(NC2=NC(=NC(=C2[N+](=O)[O-])OC)Cl)C=C(C(=C1)OC)OCC1=C(C(=CC=C1OC)F)F (2-chloro-N-(2-chloro-6-methoxy-5-nitropyrimidin-4-yl)-5-(2,3-difluoro-6-methoxy-benzyloxy)-4-methoxyaniline), C(CC(=O)OCC)(=O)OCC (diethyl malonate), C([O-])([O-])=O.[Cs+].[Cs+] (cesium carbonate). The solvent is COCCOC (1,2-dimethoxyethane). Conditions: temperature 100 celsius. Product: ClC1=C(C=C(C(=C1)OC)OCC1=C(C(=CC=C1OC)F)F)NC1=NC(=NC(=C1[N+](=O)[O-])OC)C(C(=O)OCC)C(=O)OCC (diethyl 2-{-4-[2-chloro-5-(2,3-difluoro-6-methoxybenzyloxy)-4-methoxyphenylamino]-6-methoxy-5-nitropyrimidin-2-yl}malonate). As a reaction SMILES: [Cl:1][C:2]1[CH:20]=[C:19]([O:21][CH3:22])[C:18]([O:23][CH2:24][C:25]2[C:30]([O:31][CH3:32])=[CH:29][CH:28]=[C:27]([F:33])[C:26]=2[F:34])=[CH:17][C:3]=1[NH:4][C:5]1[C:10]([N+:11]([O-:13])=[O:12])=[C:9]([O:14][CH3:15])[N:8]=[C:7](Cl)[N:6]=1.[C:35]([O:43][CH2:44][CH3:45])(=[O:42])[CH2:36][C:37]([O:39][CH2:40][CH3:41])=[O:38].C(=O)([O-])[O-].[Cs+].[Cs+].Cl>COCCOC>[Cl:1][C:2]1[CH:20]=[C:19]([O:21][CH3:22])[C:18]([O:23][CH2:24][C:25]2[C:30]([O:31][CH3:32])=[CH:29][CH:28]=[C:27]([F:33])[C:26]=2[F:34])=[CH:17][C:3]=1[NH:4][C:5]1[C:10]([N+:11]([O-:13])=[O:12])=[C:9]([O:14][CH3:15])[N:8]=[C:7]([CH:36]([C:37]([O:39][CH2:40][CH3:41])=[O:38])[C:35]([O:43][CH2:44][CH3:45])=[O:42])[N:6]=1 |f:2.3.4|. Procedure: A mixture of 2,4-dichloro-6-methoxy-5-nitropyrimidine (0.24 g), 2-chloro-5-(2,3-difluoro-6-methoxybenzyloxy)-4-methoxyaniline (0.26 g) and N,N-diisopropylethylamine (0.15 mL) in acetonitrile (4 mL) was stirred at room temperature overnight. To the reaction mixture were added ethyl acetate and water, and the resulting mixture was stirred at room temperature for 30 minutes. The insoluble material was removed by filtration, and the organic layer of the filtrate was separated. The organic layer was ... The reactants are O=C(NCC1CC2CC2N1)C(F)(F)F, Cc1cccc(-c2sc(N)nc2C(=O)O)c1. Product: Cc1cccc(-c2sc(N)nc2C(=O)N2C(CNC(=O)C(F)(F)F)CC3CC32)c1. RXN SMILES: [CH:1]12[NH:2][CH:3]([CH2:7][NH:8][C:9]([C:10]([F:11])([F:12])[F:13])=[O:14])[CH2:4][CH:5]1[CH2:6]2.[NH2:15][c:16]1[s:17][c:18](-[c:24]2[cH:25][c:26]([CH3:30])[cH:27][cH:28][cH:29]2)[c:19]([C:21](=[O:22])[OH:23])[n:20]1>>[CH:1]12[N:2]([C:21]([c:19]3[c:18](-[c:24]4[cH:25][c:26]([CH3:30])[cH:27][cH:28][cH:29]4)[s:17][c:16]([NH2:15])[n:20]3)=[O:22])[CH:3]([CH2:7][NH:8][C:9]([C:10]([F:11])([F:12])[F:13])=[O:14])[CH2:4][CH:5]1[CH2:6]2. Reactants: ClC1=CC=C(N)C=C1 (4-chloroaniline), COC(=O)C1CC(=O)C(CC1=O)C(=O)OC (Dimethyl 1,4-cyclohexanedione-2,5-dicarboxylate), Cl (hydrochloric acid). Run in CO (methanol). The yield is 96.0%. RXN SMILES: [CH3:1][O:2][C:3]([CH:5]1[C:11](=O)[CH2:10][CH:9]([C:13]([O:15][CH3:16])=[O:14])[C:7](=O)[CH2:6]1)=[O:4].[Cl:17][C:18]1[CH:24]=[CH:23][C:21]([NH2:22])=[CH:20][CH:19]=1.[ClH:25]>CO>[Cl:17][C:18]1[CH:24]=[CH:23][C:21]([NH:22][C:7]2[CH2:6][C:5]([C:3]([O:2][CH3:1])=[O:4])=[C:11]([NH:22][C:21]3[CH:23]=[CH:24][C:18]([Cl:25])=[CH:19][CH:20]=3)[CH2:10][C:9]=2[C:13]([O:15][CH3:16])=[O:14])=[CH:20][CH:19]=1. The product is ClC1=CC=C(C=C1)NC1=C(CC(=C(C1)C(=O)OC)NC1=CC=C(C=C1)Cl)C(=O)OC (dimethyl 2,5-bis{(4-chlorophenyl)amino}cyclohexa-1,4-diene-1,4-dicarboxylate). Procedure: Dimethyl 1,4-cyclohexanedione-2,5-dicarboxylate (4.5 6 gm; 20 mmol) and methanol (100 ml) were heated to boiling; then 4-chloroaniline (5.36 gm; 42 mmol) was added followed by conc. hydrochloric acid (200 μl). The mixture was refluxed for 5 hours under a nitrogen atmosphere. On cooling, a cream solid precipitated out which was collected by filtration, washed with methanol and dried under vacuum to give 8.62 gm (96%) of dimethyl 2,5-bis{(4-chlorophenyl)amino}cyclohexa-1,4-diene-1,4-dicarboxylate. Starting materials: C(CCCCC)C=1N2CCCC2=C(C1C(CCCC(=O)O)=O)C1=CC=CC=C1 (5-(5-(n-HEXYL)-7-PHENYL-2,3-DIHYDRO-1H-PYRROLIZINE-6YL)-5-OXOVALERIC ACID), [OH-].[K+] (KOH), O.NN (hydrazine hydrate), 4-(diphenyl-2,3-dihydro-1H-pyrrolizinyl)-4-oxobutyric acids. Solvent: C(COCCO)O (diethyleneglycol). Product: C(CCCCC)C=1N2CCCC2=C(C1CCCCC(=O)O)C1=CC=CC=C1 (5-(5-(n-HEXYL)-7-PHENYL-2,3-DIHYDRO-1H-PYRROLIZINE-6YL)-VALERIC ACID). As a reaction SMILES: [CH2:1]([C:7]1[N:8]2[C:12](=[C:13]([C:23]3[CH:28]=[CH:27][CH:26]=[CH:25][CH:24]=3)[C:14]=1[C:15](=O)[CH2:16][CH2:17][CH2:18][C:19]([OH:21])=[O:20])[CH2:11][CH2:10][CH2:9]2)[CH2:2][CH2:3][CH2:4][CH2:5][CH3:6].[OH-].[K+].O.NN>C(O)COCCO>[CH2:1]([C:7]1[N:8]2[C:12](=[C:13]([C:23]3[CH:24]=[CH:25][CH:26]=[CH:27][CH:28]=3)[C:14]=1[CH2:15][CH2:16][CH2:17][CH2:18][C:19]([OH:21])=[O:20])[CH2:11][CH2:10][CH2:9]2)[CH2:2][CH2:3][CH2:4][CH2:5][CH3:6] |f:1.2,3.4|. Procedure: 1 mmole of 71 is reacted in 10 ml of diethyleneglycol with 50 mmoles (2.8 g) of KOH and 30 mmoles (1.5 g) of hydrazine hydrate similarly to the procedure for reducing the 4-(diphenyl-2,3-dihydro-1H-pyrrolizinyl)-4-oxobutyric acids. Product purification is by means of column chromatography (silica gel/diisopropylether). After concentrating the eluates, 72 remains as an oil. Starting materials: 3, S(C)(=O)(=O)O.C1NCCC2CCCCC12 (decahydroisoquinoline mesylate). Solvent: CC(=O)C (acetone), C([O-])([O-])=O.[K+].[K+] (potassium carbonate). Product: SC1=C(C#N)C=CC=C1 (2-mercaptobenzonitrile). RXN SMILES: [S:1](O)(=O)(=O)[CH3:2].[CH2:6]1[CH:15]2C([CH2:11][CH2:12][CH2:13][CH2:14]2)CC[NH:7]1>CC(C)=O.C(=O)([O-])[O-].[K+].[K+]>[SH:1][C:2]1[CH:11]=[CH:12][CH:13]=[CH:14][C:15]=1[C:6]#[N:7] |f:0.1,3.4.5|. Procedure details: Following the procedures for Example 22, Step C, decahydroisoquinoline mesylate from preparation 3 (102 mg, 0.28 mmol) in acetone (0.5 mL), potassium carbonate solid (38 mg, 0.28 mmol, twice) and 2-mercaptobenzonitrile (38 mg, 0.286 mmol, twice) gave, after flash chromatography (hexanes-ethyl acetate 2:1), the desired product as an oil (64 mg) in 57% yield. Starting materials: CS(=O)(=O)c1nc(OCC(F)(F)F)c(C#N)c(N2CCc3ccccc3CC2)n1, [H-], [Na+], OCCCOc1ccccc1, C1CCOC1. Yields the product N#Cc1c(OCC(F)(F)F)nc(OCCCOc2ccccc2)nc1N1CCc2ccccc2CC1. As a reaction SMILES: [CH3:1][S:2](=[O:3])(=[O:4])[c:5]1[n:6][c:7]([O:24][CH2:25][C:26]([F:27])([F:28])[F:29])[c:8]([C:22]#[N:23])[c:9]([N:11]2[CH2:12][CH2:13][c:14]3[c:15]([cH:18][cH:19][cH:20][cH:21]3)[CH2:16][CH2:17]2)[n:10]1.[H-:41].[Na+:42].[O:30]([c:31]1[cH:32][cH:33][cH:34][cH:35][cH:36]1)[CH2:37][CH2:38][CH2:39][OH:40].[O:43]1[CH2:44][CH2:45][CH2:46][CH2:47]1>>[c:5]1([O:40][CH2:39][CH2:38][CH2:37][O:30][c:31]2[cH:32][cH:33][cH:34][cH:35][cH:36]2)[n:6][c:7]([O:24][CH2:25][C:26]([F:27])([F:28])[F:29])[c:8]([C:22]#[N:23])[c:9]([N:11]2[CH2:12][CH2:13][c:14]3[c:15]([cH:18][cH:19][cH:20][cH:21]3)[CH2:16][CH2:17]2)[n:10]1.